From a dataset of the Open Reaction Database (ORD), a public repository of structured organic reaction records. describe an organic reaction: reactants, conditions, products, and yield Solvent: O1CCCC1 (tetrahydrofuran). Procedure: A mixture of ethyl 3-[3-phenyl-1-[3-(3-pyridylaminocarbonyl)benzyl]-1H-pyrazol-4-yl]propionate (230 mg), 1 N aqueous sodium hydroxide solution (1.2 ml), ethanol (2 ml), and tetrahydrofuran (2 ml) was stirred at room temperature for one hour. After 1 N hydrochloric acid (1.2 ml) was added to the reaction mixture, the reaction mixture was extracted with ethyl acetate. The ethyl acetate layer was washed with saturated aqueous sodium chloride solution, dried (MgSO4), and concentrated. The obtained c... Product: C1(=CC=CC=C1)C1=NN(C=C1CCC(=O)O)CC1=CC(=CC=C1)C(=O)NC=1C=NC=CC1 (3-[3-phenyl-1-[3-(3-pyridylaminocarbonyl)benzyl]-1H-pyrazol-4-yl]propionic acid). Run at time 1 hour. Yield: 88.0%. Reaction SMILES: [C:1]1([C:7]2[C:11]([CH2:12][CH2:13][C:14]([O:16]CC)=[O:15])=[CH:10][N:9]([CH2:19][C:20]3[CH:25]=[CH:24][CH:23]=[C:22]([C:26]([NH:28][C:29]4[CH:30]=[N:31][CH:32]=[CH:33][CH:34]=4)=[O:27])[CH:21]=3)[N:8]=2)[CH:6]=[CH:5][CH:4]=[CH:3][CH:2]=1.[OH-].[Na+].C(O)C.Cl>O1CCCC1>[C:1]1([C:7]2[C:11]([CH2:12][CH2:13][C:14]([OH:16])=[O:15])=[CH:10][N:9]([CH2:19][C:20]3[CH:25]=[CH:24][CH:23]=[C:22]([C:26]([NH:28][C:29]4[CH:30]=[N:31][CH:32]=[CH:33][CH:34]=4)=[O:27])[CH:21]=3)[N:8]=2)[CH:6]=[CH:5][CH:4]=[CH:3][CH:2]=1 |f:1.2|. Reactants: Cl (hydrochloric acid), C1(=CC=CC=C1)C1=NN(C=C1CCC(=O)OCC)CC1=CC(=CC=C1)C(=O)NC=1C=NC=CC1 (ethyl 3-[3-phenyl-1-[3-(3-pyridylaminocarbonyl)benzyl]-1H-pyrazol-4-yl]propionate), [OH-].[Na+] (sodium hydroxide), C(C)O (ethanol). Reactants: CC(=O)OCc1c(B2OC(C)(C)C(C)(C)O2)cccc1-n1ncc2cc(C(C)(C)C)cc(F)c2c1=O, CCCCO, CC(C)c1cc(C(C)C)c(-c2ccccc2P(C2CCCCC2)C2CCCCC2)c(C(C)C)c1, [Cl-], CN1CCn2nc(Nc3cc(Cl)nn(C)c3=O)cc2C1, [K+], [K+], [K+], [NH4+], O, O=P([O-])([O-])[O-]. Product: CC(=O)OCc1c(-c2cc(Nc3cc4n(n3)CCN(C)C4)c(=O)n(C)n2)cccc1-n1ncc2cc(C(C)(C)C)cc(F)c2c1=O. Reaction SMILES: [C:1]([CH3:2])(=[O:3])[O:4][CH2:5][c:6]1[c:7](-[n:21]2[c:22](=[O:36])[c:23]3[c:24]([F:35])[cH:25][c:26]([C:31]([CH3:32])([CH3:33])[CH3:34])[cH:27][c:28]3[cH:29][n:30]2)[cH:8][cH:9][cH:10][c:11]1[B:12]1[O:13][C:14]([CH3:15])([CH3:16])[C:17]([CH3:18])([CH3:19])[O:20]1.[CH2:101]([OH:102])[CH2:103][CH2:104][CH3:105].[CH:65]1([P:66]([CH:67]2[CH2:68][CH2:69][CH2:70][CH2:71][CH2:72]2)[c:73]2[cH:74][cH:75][cH:76][cH:77][c:78]2-[c:79]2[c:80]([CH:81]([CH3:82])[CH3:83])[cH:84][c:85]([CH:86]([CH3:87])[CH3:88])[cH:89][c:90]2[CH:91]([CH3:92])[CH3:93])[CH2:94][CH2:95][CH2:96][CH2:97][CH2:98]1.[Cl-:99].[Cl:37][c:38]1[cH:39][c:40]([NH:46][c:47]2[n:48][n:49]3[c:50]([cH:56]2)[CH2:51][N:52]([CH3:55])[CH2:53][CH2:54]3)[c:41](=[O:45])[n:42]([CH3:44])[n:43]1.[K+:62].[K+:63].[K+:64].[NH4+:100].[OH2:106].[P:57]([O-:58])([O-:59])([O-:60])=[O:61]>>[C:1]([CH3:2])(=[O:3])[O:4][CH2:5][c:6]1[c:7](-[n:21]2[c:22](=[O:36])[c:23]3[c:24]([F:35])[cH:25][c:26]([C:31]([CH3:32])([CH3:33])[CH3:34])[cH:27][c:28]3[cH:29][n:30]2)[cH:8][cH:9][cH:10][c:11]1-[c:38]1[cH:39][c:40]([NH:46][c:47]2[n:48][n:49]3[c:50]([cH:56]2)[CH2:51][N:52]([CH3:55])[CH2:53][CH2:54]3)[c:41](=[O:45])[n:42]([CH3:44])[n:43]1. Starting materials: N[C@H]1[C@@H]2N(C(=C(CS2)Cl)C(=O)OC(C2=CC=CC=C2)C2=CC=CC=C2)C1=O (diphenylmethyl 7β-amino-3-chloro-3-cephem-4-carboxylate). The solvent is O.C(C)(=O)OCC (water ethyl acetate), FC(C(=O)O)(F)F (trifluoroacetic acid), C1(=CC=CC=C1)C (toluene), C1(=CC=CC=C1)C (toluene), FC(C(=O)O)(F)F (trifluoroacetic acid). Reaction conditions: time 15 minute. Product: N[C@H]1[C@@H]2N(C(=C(CS2)Cl)C(=O)O)C1=O (7β-amino-3-chloro-3-cephem-4-carboxylic acid). Yield: 34.1%. Reaction SMILES: [NH2:1][C@@H:2]1[C:26](=[O:27])[N:4]2[C:5]([C:10]([O:12]C(C3C=CC=CC=3)C3C=CC=CC=3)=[O:11])=[C:6]([Cl:9])[CH2:7][S:8][C@H:3]12>FC(F)(F)C(O)=O.C1(C)C=CC=CC=1.O.C(OCC)(=O)C>[NH2:1][C@@H:2]1[C:26](=[O:27])[N:4]2[C:5]([C:10]([OH:12])=[O:11])=[C:6]([Cl:9])[CH2:7][S:8][C@H:3]12 |f:3.4|. Procedure details: 1.59 g (4 mmols) of diphenylmethyl 7β-amino-3-chloro-3-cephem-4-carboxylate are dissolved in 5 ml of trifluoroacetic acid at 0° and the solution is stirred for 15 minutes. The clear, pale yellow solution is diluted with 20 ml of toluene and then freed from excess trifluoroacetic acid and toluene under reduced pressure. The residue is dissolved in about 20 ml of water/ethyl acetate (1:1), the organic phase is separated off and the acid aqueous phase is brought to a pH of 3.0 with 20% strength tri... Starting materials: C(C1=CC=CC=C1)(C1=CC=CC=C1)(C1=CC=CC=C1)NC=1SC=C(N1)/C(/C(=O)O)=N/OC ((Z)-2-(2-tritylaminothiazol-4-yl)-2-methoxyiminoaceticacid), N1=CC=CC=C1 (pyridine), P(=O)(Cl)(Cl)Cl (phosphorous oxychloride), NC1[C@@H]2N(C(=C(CS2)C=2OC3=C(N2)C=CC=C3)C(=S)OC(C3=CC=CC=C3)C3=CC=CC=C3)C1=O (diphenylmethyl 7-amino-3-(benzoxazol-2-yl)thio-3-cephem-4-carboxylate). Run in C(Cl)Cl (methylene chloride), O (water). Run at temperature -20 celsius, time 20 minute. The product is C(C1=CC=CC=C1)(C1=CC=CC=C1)(C1=CC=CC=C1)NC=1SC=C(N1)/C(/C(=O)NC1[C@@H]2N(C(=C(CS2)C=2OC3=C(N2)C=CC=C3)C(=S)OC(C3=CC=CC=C3)C3=CC=CC=C3)C1=O)=N/OC (Diphenylmethyl 7-{(Z)-2-(2-tritylaminothiazol-4-yl)-2-methoxyiminoacetamido }-3-(benzoxazol-2-yl)thio-3-cephem-4-carboxylate). The yield is 72.0%. RXN SMILES: [NH2:1][CH:2]1[C:34](=[O:35])[N:4]2[C:5]([C:18]([O:20][CH:21]([C:28]3[CH:33]=[CH:32][CH:31]=[CH:30][CH:29]=3)[C:22]3[CH:27]=[CH:26][CH:25]=[CH:24][CH:23]=3)=[S:19])=[C:6]([C:9]3[O:10][C:11]4[CH:17]=[CH:16][CH:15]=[CH:14][C:12]=4[N:13]=3)[CH2:7][S:8][C@H:3]12.[C:36]([NH:55][C:56]1[S:57][CH:58]=[C:59](/[C:61](=[N:65]/[O:66][CH3:67])/[C:62](O)=[O:63])[N:60]=1)([C:49]1[CH:54]=[CH:53][CH:52]=[CH:51][CH:50]=1)([C:43]1[CH:48]=[CH:47][CH:46]=[CH:45][CH:44]=1)[C:37]1[CH:42]=[CH:41][CH:40]=[CH:39][CH:38]=1.N1C=CC=CC=1.P(Cl)(Cl)(Cl)=O>C(Cl)Cl.O>[C:36]([NH:55][C:56]1[S:57][CH:58]=[C:59](/[C:61](=[N:65]/[O:66][CH3:67])/[C:62]([NH:1][CH:2]2[C:34](=[O:35])[N:4]3[C:5]([C:18]([O:20][CH:21]([C:28]4[CH:29]=[CH:30][CH:31]=[CH:32][CH:33]=4)[C:22]4[CH:27]=[CH:26][CH:25]=[CH:24][CH:23]=4)=[S:19])=[C:6]([C:9]4[O:10][C:11]5[CH:17]=[CH:16][CH:15]=[CH:14][C:12]=5[N:13]=4)[CH2:7][S:8][C@H:3]23)=[O:63])[N:60]=1)([C:49]1[CH:54]=[CH:53][CH:52]=[CH:51][CH:50]=1)([C:43]1[CH:44]=[CH:45][CH:46]=[CH:47][CH:48]=1)[C:37]1[CH:42]=[CH:41][CH:40]=[CH:39][CH:38]=1. Procedure: A 207 mg portion of diphenylmethyl 7-amino-3-(benzoxazol-2-yl)thio-3-cephem-4-carboxylate was dissolved in 4 ml of methylene chloride and the resulting solution was cooled to -20° C. To this were added 213 mg of (Z)-2-(2-tritylaminothiazol-4-yl)-2-methoxyiminoaceticacid, 0.13 ml of pyridine and 45 μl of phosphorous oxychloride, followed by 20 minutes of stirring at the same temperature. The resulting solution was mixed with 4 ml of water, stirred for additional 1 hour at room temperature, and th... The reactants are C=CCCC(CCCC1(C)OCCO1)C(=O)N1CCOC1=O, ClCCl, O=[O+][O-], c1ccc(P(c2ccccc2)c2ccccc2)cc1. The product is CC1(CCCC(CCC=O)C(=O)N2CCOC2=O)OCCO1. Reaction SMILES: [CH3:1][C:2]1([CH2:7][CH2:8][CH2:9][CH:10]([C:11](=[O:12])[N:13]2[C:14](=[O:18])[O:15][CH2:16][CH2:17]2)[CH2:19][CH2:20][CH:21]=[CH2:22])[O:3][CH2:4][CH2:5][O:6]1.[Cl:45][CH2:46][Cl:47].[O-:23][O+:24]=[O:25].[c:26]1([P:27]([c:28]2[cH:29][cH:30][cH:31][cH:32][cH:33]2)[c:34]2[cH:35][cH:36][cH:37][cH:38][cH:39]2)[cH:40][cH:41][cH:42][cH:43][cH:44]1>>[CH3:1][C:2]1([CH2:7][CH2:8][CH2:9][CH:10]([C:11](=[O:12])[N:13]2[C:14](=[O:18])[O:15][CH2:16][CH2:17]2)[CH2:19][CH2:20][CH:21]=[O:23])[O:3][CH2:4][CH2:5][O:6]1. Reactants: SC=1N=NNC1 (4-mercapto-1,2,3-triazole), [Na] (sodium), ClCOC(CCCCC)=O (hexanoic acid chloromethyl ester), ice water. The solvent is CN(C=O)C (dimethyl formamide), C(C)(=O)OCC (ethyl acetate). Run at time 2 hour. Product: C(CCCC)C(=O)OCSC=1N=NNC1 (4-(n-pentylcarbonyloxymethylthio)-1,2,3-triazole). RXN SMILES: Cl[CH2:2][O:3][C:4](=[O:10])[CH2:5][CH2:6][CH2:7][CH2:8][CH3:9].[SH:11][C:12]1[N:13]=[N:14][NH:15][CH:16]=1.[Na]>CN(C)C=O.C(OCC)(=O)C>[CH2:5]([C:4]([O:3][CH2:2][S:11][C:12]1[N:13]=[N:14][NH:15][CH:16]=1)=[O:10])[CH2:6][CH2:7][CH2:8][CH3:9] |^1:16|. Reported procedure: 23.1 g hexanoic acid chloromethyl ester are added over a period of 30 minutes with stirring to 17.2 g 4-mercapto-1,2,3-triazole, sodium salt, in 100 ml dimethyl formamide. After 2 h, the mixture is added to 600 ml ice water and the oil formed is taken up in ethyl acetate. The solvent is C(C)(=O)OCC.CCCCCC (ethyl acetate hexane). Reported procedure: The title compound was prepared according to the procedure described in step 2 of Example 2 (Method A) from 3-acetylamino-2-benzoyl-4-chloro-1-(ethoxycarbonyl)indole (step 3). m.p.: 221-222° C. (ethyl acetate/hexane) 1H-NMR (CDCl3) δ: 9.12 (1H, br s), 7.82 (2H, d, J=7 Hz), 7.60-7.20 (6H, m), 7.12 (1H, d, J=7 Hz), 1.79 (3H, s) IR (KBr) ν: 3400, 3150, 1670, 1630, 1507, 1270, 780, 730 cm−1 RXN SMILES: [C:1]([NH:4][C:5]1[C:13]2[C:8](=[CH:9][CH:10]=[CH:11][C:12]=2[Cl:14])[N:7](C(OCC)=O)[C:6]=1[C:20](=[O:27])[C:21]1[CH:26]=[CH:25][CH:24]=[CH:23][CH:22]=1)(=[O:3])[CH3:2].[K+].[Br-]>C(OCC)(=O)C.CCCCCC>[C:1]([NH:4][C:5]1[C:13]2[C:8](=[CH:9][CH:10]=[CH:11][C:12]=2[Cl:14])[NH:7][C:6]=1[C:20](=[O:27])[C:21]1[CH:26]=[CH:25][CH:24]=[CH:23][CH:22]=1)(=[O:3])[CH3:2] |f:1.2,3.4|. The reactants are C(C)(=O)NC1=C(N(C2=CC=CC(=C12)Cl)C(=O)OCC)C(C1=CC=CC=C1)=O (3-Acetylamino-2-benzoyl-4-chloro-1-(ethoxycarbonyl)indole), [K+].[Br-] (KBr). The product is C(C)(=O)NC1=C(NC2=CC=CC(=C12)Cl)C(C1=CC=CC=C1)=O (3-Acetylamino-2-benzoyl-4-chloroindole).